From a dataset of the Open Reaction Database (ORD), a public repository of structured organic reaction records. describe an organic reaction: reactants, conditions, products, and yield The reactants are ClC(Cl)Cl, O=[N+]([O-])O, COc1cccc2oc(=O)cc(O)c12. Yields the product COc1cccc2oc(=O)c([N+](=O)[O-])c(O)c12. RXN SMILES: [CH:19]([Cl:20])([Cl:21])[Cl:22].[OH:1][N+:2]([O-:3])=[O:4].[OH:5][c:6]1[cH:7][c:8](=[O:18])[o:9][c:10]2[cH:11][cH:12][cH:13][c:14]([O:16][CH3:17])[c:15]12>>[O-:1][N+:2](=[O:4])[c:7]1[c:6]([OH:5])[c:15]2[c:10]([o:9][c:8]1=[O:18])[cH:11][cH:12][cH:13][c:14]2[O:16][CH3:17]. Reaction SMILES: [CH2:1]([CH3:2])[O:3][C:4]([CH:5]=[CH:6][c:7]1[cH:8][c:9]2[c:10]([s:15]1)[NH:11][C:12](=[O:14])[CH2:13]2)=[O:16].[CH2:24]1[CH2:25][CH2:26][NH:27][CH2:28][CH2:29]1.[CH3:30][CH:31]([OH:32])[CH3:33].[nH:17]1[c:18]([CH:22]=[O:23])[cH:19][cH:20][cH:21]1>>[CH2:1]([CH3:2])[O:3][C:4]([CH:5]=[CH:6][c:7]1[cH:8][c:9]2[c:10]([s:15]1)[NH:11][C:12](=[O:14])[C:13]2=[CH:22][c:18]1[nH:17][cH:21][cH:20][cH:19]1)=[O:16]. The product is CCOC(=O)C=Cc1cc2c(s1)NC(=O)C2=Cc1ccc[nH]1. The reactants are CCOC(=O)C=Cc1cc2c(s1)NC(=O)C2, C1CCNCC1, CC(C)O, O=Cc1ccc[nH]1. Starting materials: CN(C=O)C (N,N-dimethylformamide), COC1=CC=C(C=C1)C(N1C=NC2=C1C=CC=C2OC2=C(C(=O)OC)C=CC(=C2)N2CCN(CC2)CC2=C(CC(CC2)(C)C)C2=CC=C(C=C2)Cl)C2=CC=C(C=C2)OC (methyl 2-(1-(bis(4-methoxyphenyl)methyl)-1H-benzo[d]imidazol-4-yloxy)-4-(4-((2-(4-chlorophenyl)-4,4-dimethylcyclohex-1-enyl)methyl)piperazin-1-yl)benzoate), C(C(=O)Cl)(=O)Cl (oxalyl dichloride). Run in ClCCl (dichloromethane), C(Cl)Cl (methylene chloride). Conditions: time 1 hour. Product: ClC1=CC=C(C=C1)C1=C(CCC(C1)(C)C)CN1CCN(CC1)C=1C=CC2=C(OC=3C=4N(C2=O)C=NC4C=CC3)C1 (8-[4-[[2-(4-chlorophenyl)-4,4-dimethyl-1-cyclohexen-1-yl]methyl]-1-piperazinyl]-11H-benz[b]imidazo[1,5,4-ef][1,5]benzoxazepin-11-one). Reaction SMILES: COC1C=CC(C(C2C=CC(OC)=CC=2)[N:10]2[C:14]3[CH:15]=[CH:16][CH:17]=[C:18]([O:19][C:20]4[CH:29]=[C:28]([N:30]5[CH2:35][CH2:34][N:33]([CH2:36][C:37]6[CH2:42][CH2:41][C:40]([CH3:44])([CH3:43])[CH2:39][C:38]=6[C:45]6[CH:50]=[CH:49][C:48]([Cl:51])=[CH:47][CH:46]=6)[CH2:32][CH2:31]5)[CH:27]=[CH:26][C:21]=4C(OC)=O)C=3N=C2)=CC=1.[CH3:60][N:61]([CH3:64])[CH:62]=[O:63].C(Cl)(=O)C(Cl)=O>ClCCl>[Cl:51][C:48]1[CH:47]=[CH:46][C:45]([C:38]2[CH2:39][C:40]([CH3:44])([CH3:43])[CH2:41][CH2:42][C:37]=2[CH2:36][N:33]2[CH2:32][CH2:31][N:30]([C:28]3[CH:27]=[CH:26][C:21]4[C:62](=[O:63])[N:61]5[CH:64]=[N:10][C:14]6[CH:15]=[CH:16][CH:17]=[C:18]([C:60]=65)[O:19][C:20]=4[CH:29]=3)[CH2:35][CH2:34]2)=[CH:50][CH:49]=1. Reported procedure: A solution of EXAMPLE 44G (4.5 g) in anhydrous dichloromethane (100 ml) was cooled in an ice bath and catalytic N,N-dimethylformamide was added. This was followed by the dropwise addition of a solution of oxalyl dichloride (1.231 ml) in anhydrous methylene chloride (5 ml). The ice bath was removed and the reaction stirred for 1 hour. The reaction was quenched by the addition of ice (ca. 150 ml) and saturated sodium bicarbonate solution (100 ml). The mixture further diluted with saturated aqueous... Reactants: Cl.C(C1=CC=CC=C1)(=O)C1CCNCC1 (4-benzoylpiperidine hydrochloride), CCN(C(C)C)C(C)C (DIPEA), CN1C=NC(=C1)S(=O)(=O)Cl (1-methylimidazole-4-sulfonyl chloride). The solvent is C(Cl)Cl (CH2Cl2). Run at time 18 hour. Yields the product CN1C=NC(=C1)S(=O)(=O)N1CCC(CC1)C(=O)C1=CC=CC=C1 ((1-(1-methyl-1H-imidazol-4-ylsulfonyl)piperidin-4-yl)(phenyl)methanone). Yield: 92.6%. As a reaction SMILES: Cl.[C:2]([CH:10]1[CH2:15][CH2:14][NH:13][CH2:12][CH2:11]1)(=[O:9])[C:3]1[CH:8]=[CH:7][CH:6]=[CH:5][CH:4]=1.CCN(C(C)C)C(C)C.[CH3:25][N:26]1[CH:30]=[C:29]([S:31](Cl)(=[O:33])=[O:32])[N:28]=[CH:27]1>C(Cl)Cl>[CH3:25][N:26]1[CH:30]=[C:29]([S:31]([N:13]2[CH2:14][CH2:15][CH:10]([C:2]([C:3]3[CH:8]=[CH:7][CH:6]=[CH:5][CH:4]=3)=[O:9])[CH2:11][CH2:12]2)(=[O:33])=[O:32])[N:28]=[CH:27]1 |f:0.1|. Procedure: To a solution of 4-benzoylpiperidine hydrochloride (1.50 g, 6.64 mmol) and DIPEA (2.74 mL, 15.3 mmol) in CH2Cl2 (35 mL) was added 1-methylimidazole-4-sulfonyl chloride (1.31 g, 7.31 mmol) and stirred for 18 h. The reaction was washed with 2 N NaOH (30 mL), dried over MgSO4 and concentrated under vacuum to afford 4 as a white solid (2.05 g, 93%); 1H-nmr (400 MHz, CDCl3) δ 7.81-7.78 (m, 2H), 7.52-7.36 (m, 5H), 3.86-3.78 (m, 2H), 3.71 (s, 3H), 3.26-3.17 (m, 1H), 2.82 (td, J=11.0, 3.0 Hz, 2H), 1.92-... The reactants are ClC1=CC(=NC2=CC=C(C=C12)Cl)C(F)(F)F (4,6-Dichloro-2-trifluoromethylquinoline). The reagents and catalysts are [Pt] (platinum on carbon). Product: ClC=1C=C2CCC(NC2=CC1)C(F)(F)F (6-chloro-2-trifluoromethyltetrahydroquinoline). Reaction SMILES: Cl[C:2]1[C:11]2[C:6](=[CH:7][CH:8]=[C:9]([Cl:12])[CH:10]=2)[N:5]=[C:4]([C:13]([F:16])([F:15])[F:14])[CH:3]=1>[Pt]>[Cl:12][C:9]1[CH:10]=[C:11]2[C:6](=[CH:7][CH:8]=1)[NH:5][CH:4]([C:13]([F:15])([F:14])[F:16])[CH2:3][CH2:2]2. Procedure details: 4,6-Dichloro-2-trifluoromethylquinoline was reduced with platinum on carbon to give 6-chloro-2-trifluoromethyltetrahydroquinoline. The reactants are O (Water), ClC=1C(=NC=C(C1)C(F)(F)F)O (3-chloro-5-(trifluoromethyl)-2-pyridinol), BrCC#N (monobromoacetonitrile), C([O-])([O-])=O.[K+].[K+] (potassium carbonate). Solvent: CS(=O)C (dimethyl sulfoxide). Run at time 3 hour. The product is C(#N)CN1C(C(=CC(=C1)C(F)(F)F)Cl)=O (N-Cyanomethyl-3-Chloro-5-(trifluoromethyl)-2-pyridinone). Reaction SMILES: [Cl:1][C:2]1[C:3]([OH:12])=[N:4][CH:5]=[C:6]([C:8]([F:11])([F:10])[F:9])[CH:7]=1.Br[CH2:14][C:15]#[N:16].C(=O)([O-])[O-].[K+].[K+].O>CS(C)=O>[C:15]([CH2:14][N:4]1[CH:5]=[C:6]([C:8]([F:11])([F:9])[F:10])[CH:7]=[C:2]([Cl:1])[C:3]1=[O:12])#[N:16] |f:2.3.4|. Reported procedure: A mixture of 4.0 g (0.02 mole) of 3-chloro-5-(trifluoromethyl)-2-pyridinol, 2.6 g (0.022 mole) of monobromoacetonitrile, and 4.0 g of potassium carbonate in 40 ml of dimethyl sulfoxide was prepared and stirred at ambient temperature for 3 hours. Water was then added and the light brown solid that formed was separated by filtration and dried to obtain 2.3 g (45 percent of theory) of the title compound: melting point, 84°-85° C. This product had infrared and nmr spectra compatible with the assigne... Starting materials: C(C1=CC=CC=C1)(C1=CC=CC=C1)C1CN(CCC1)C(COCC(=O)O)=O ([2-(3-benzhydrylpiperidino)-2-oxoethoxy]acetic acid), CS(=O)(=O)O (methanesulfonic acid). Run in CO (methanol). Conditions: time 6 hour. The product is C(C1=CC=CC=C1)(C1=CC=CC=C1)C1CN(CCC1)C(COCC(=O)OC)=O (methyl [2-(3-benzhydrylpiperidino)-2-oxoethoxy]acetate). RXN SMILES: [CH:1]([CH:14]1[CH2:19][CH2:18][CH2:17][N:16]([C:20](=[O:27])[CH2:21][O:22][CH2:23][C:24]([OH:26])=[O:25])[CH2:15]1)([C:8]1[CH:13]=[CH:12][CH:11]=[CH:10][CH:9]=1)[C:2]1[CH:7]=[CH:6][CH:5]=[CH:4][CH:3]=1.[CH3:28]S(O)(=O)=O>CO>[CH:1]([CH:14]1[CH2:19][CH2:18][CH2:17][N:16]([C:20](=[O:27])[CH2:21][O:22][CH2:23][C:24]([O:26][CH3:28])=[O:25])[CH2:15]1)([C:2]1[CH:7]=[CH:6][CH:5]=[CH:4][CH:3]=1)[C:8]1[CH:13]=[CH:12][CH:11]=[CH:10][CH:9]=1. Procedure details: In a manner similar to that described in Example XXVI, 3.63 grams (10 millimoles) of [2-(3-benzhydrylpiperidino)-2-oxoethoxy]acetic acid (Example VIII), 150 milliliters of methanol and 300 milligrams of methanesulfonic acid are stirred together for about six hours at ambient temperature. Thereafter, the methanol is evaporated, the residue dissolved in ether, the ether solution washed, dried and the solvent evaporated to obtain a methyl [2-(3-benzhydrylpiperidino)-2-oxoethoxy]acetate product as r... Reactants: CC(=O)O, CCOC(=O)c1ccc2cc(-c3ccc4c(c3)C(C)(C)CCC4(C)C)ccc2c1, CCO, [K+], [OH-], O. Product: CC1(C)CCC(C)(C)c2cc(-c3ccc4cc(C(=O)O)ccc4c3)ccc21. Reaction SMILES: [C:32]([OH:33])(=[O:34])[CH3:35].[CH3:1][C:2]1([CH3:29])[CH2:3][CH2:4][C:5]([CH3:27])([CH3:28])[c:6]2[cH:7][c:8](-[c:12]3[cH:13][c:14]4[cH:15][cH:16][c:17]([C:22](=[O:23])[O:24][CH2:25][CH3:26])[cH:18][c:19]4[cH:20][cH:21]3)[cH:9][cH:10][c:11]21.[CH3:37][CH2:38][OH:39].[K+:31].[OH-:30].[OH2:36]>>[CH3:1][C:2]1([CH3:29])[CH2:3][CH2:4][C:5]([CH3:27])([CH3:28])[c:6]2[cH:7][c:8](-[c:12]3[cH:13][c:14]4[cH:15][cH:16][c:17]([C:22](=[O:23])[OH:24])[cH:18][c:19]4[cH:20][cH:21]3)[cH:9][cH:10][c:11]21.